The task is: describe an organic reaction: reactants, conditions, products, and yield. This data is from the Open Reaction Database (ORD), a public repository of structured organic reaction records. The product is COc1ccc(C(O)CN(C)Cc2sc3c(=O)c(C(=O)NCc4ccc(Cl)cc4)cn(C)c3c2C)cn1. The reactants are CNCC(O)c1ccc(OC)nc1, CCN(C(C)C)C(C)C, Cc1c(CCl)sc2c(=O)c(C(=O)NCc3ccc(Cl)cc3)cn(C)c12, Cl, Cl, CN(C)C=O, O. As a reaction SMILES: [CH3:28][O:29][c:30]1[cH:31][cH:32][c:33]([CH:36]([CH2:37][NH:38][CH3:39])[OH:40])[cH:34][n:35]1.[CH:41]([N:42]([CH:43]([CH3:44])[CH3:45])[CH2:46][CH3:47])([CH3:48])[CH3:49].[Cl:1][c:2]1[cH:3][cH:4][c:5]([CH2:6][NH:7][C:8](=[O:9])[c:10]2[c:11](=[O:23])[c:12]3[c:13]([n:14]([CH3:16])[cH:15]2)[c:17]([CH3:22])[c:18]([CH2:20][Cl:21])[s:19]3)[cH:24][cH:25]1.[ClH:26].[ClH:27].[O:50]=[CH:51][N:52]([CH3:53])[CH3:54].[OH2:55]>>[Cl:1][c:2]1[cH:3][cH:4][c:5]([CH2:6][NH:7][C:8](=[O:9])[c:10]2[c:11](=[O:23])[c:12]3[c:13]([n:14]([CH3:16])[cH:15]2)[c:17]([CH3:22])[c:18]([CH2:20][N:38]([CH2:37][CH:36]([c:33]2[cH:32][cH:31][c:30]([O:29][CH3:28])[n:35][cH:34]2)[OH:40])[CH3:39])[s:19]3)[cH:24][cH:25]1. Starting materials: COC(=O)Cn1c(C)c(Cc2cccnc2S(=O)(=O)c2ccc(Cl)cc2)c2cc(F)ccc21, Cl, [Na+], C1CCOC1, [OH-]. Product: Cc1c(Cc2cccnc2S(=O)(=O)c2ccc(Cl)cc2)c2cc(F)ccc2n1CC(=O)O. RXN SMILES: [CH3:1][O:2][C:3]([CH2:4][n:5]1[c:6]([CH3:32])[c:7]([CH2:15][c:16]2[c:17]([S:22](=[O:23])(=[O:24])[c:25]3[cH:26][cH:27][c:28]([Cl:31])[cH:29][cH:30]3)[n:18][cH:19][cH:20][cH:21]2)[c:8]2[cH:9][c:10]([F:14])[cH:11][cH:12][c:13]12)=[O:33].[ClH:36].[Na+:35].[O:37]1[CH2:38][CH2:39][CH2:40][CH2:41]1.[OH-:34]>>[O:2]=[C:3]([CH2:4][n:5]1[c:6]([CH3:32])[c:7]([CH2:15][c:16]2[c:17]([S:22](=[O:23])(=[O:24])[c:25]3[cH:26][cH:27][c:28]([Cl:31])[cH:29][cH:30]3)[n:18][cH:19][cH:20][cH:21]2)[c:8]2[cH:9][c:10]([F:14])[cH:11][cH:12][c:13]12)[OH:33]. Reactants: CCOC(=O)c1[nH]c(C=O)c(CCC(=O)OC)c1C, C1CCNCC1, CCO, O=C1Cc2ccccc2N1. The product is CCOC(=O)c1[nH]c(C=C2C(=O)Nc3ccccc32)c(CCC(=O)OC)c1C. As a reaction SMILES: [CH2:1]([CH3:2])[O:3][C:4](=[O:5])[c:6]1[nH:7][c:8]([CH:18]=[O:19])[c:9]([CH2:12][CH2:13][C:14](=[O:15])[O:16][CH3:17])[c:10]1[CH3:11].[CH2:30]1[CH2:31][CH2:32][NH:33][CH2:34][CH2:35]1.[CH3:36][CH2:37][OH:38].[NH:20]1[C:21](=[O:29])[CH2:22][c:23]2[cH:24][cH:25][cH:26][cH:27][c:28]21>>[CH2:1]([CH3:2])[O:3][C:4](=[O:5])[c:6]1[nH:7][c:8]([CH:18]=[C:22]2[C:21](=[O:29])[NH:20][c:28]3[c:23]2[cH:24][cH:25][cH:26][cH:27]3)[c:9]([CH2:12][CH2:13][C:14](=[O:15])[O:16][CH3:17])[c:10]1[CH3:11]. Yields the product COC(=O)c1ccc(OCC(F)(F)F)c(Cl)c1. Reactants: O=C([O-])[O-], CN(C)C=O, COC(=O)c1ccc(O)c(Cl)c1, FC(F)(F)CI, [K+], [K+]. RXN SMILES: [C:19](=[O:20])([O-:21])[O-:22].[CH3:25][N:26]([CH3:27])[CH:28]=[O:29].[Cl:7][c:8]1[cH:9][c:10]([C:11](=[O:12])[O:13][CH3:14])[cH:15][cH:16][c:17]1[OH:18].[F:1][C:2]([CH2:3][I:4])([F:5])[F:6].[K+:23].[K+:24]>>[F:1][C:2]([CH2:3][O:18][c:17]1[c:8]([Cl:7])[cH:9][c:10]([C:11](=[O:12])[O:13][CH3:14])[cH:15][cH:16]1)([F:5])[F:6]. Starting materials: CCOC(OCC)N1CCNC1=N[N+](=O)[O-], CN1CCN(C)C1=O, Cl[Sn](Cl)(Cl)Cl, N#Cc1ccccc1N. Product: N#Cc1ccccc1N=CN1CCNC1=N[N+](=O)[O-]. As a reaction SMILES: [CH2:6]([O:7][CH:9]([O:8][CH2:19][CH3:20])[N:10]1[C:11](=[N:15][N+:16](=[O:17])[O-:18])[NH:12][CH2:13][CH2:14]1)[CH3:21].[CH3:31][N:32]1[CH2:33][CH2:34][N:35]([CH3:36])[C:37]1=[O:38].[Cl:1][Sn:2]([Cl:3])([Cl:4])[Cl:5].[NH2:22][c:23]1[c:24]([C:25]#[N:26])[cH:27][cH:28][cH:29][cH:30]1>>[CH:9]([N:10]1[C:11](=[N:15][N+:16](=[O:17])[O-:18])[NH:12][CH2:13][CH2:14]1)=[N:22][c:23]1[c:24]([C:25]#[N:26])[cH:27][cH:28][cH:29][cH:30]1. Starting materials: FC1=CC=C(C=C1)N1N=CC2=CC(=CC=C12)O[C@@H]([C@H](C)N)C1=CC(=CC=C1)OC ((1R,2S)-1-{[1-(4-fluorophenyl)-1H-indazol-5-yl]oxy}-1-(3-methoxyphenyl)propan-2-amine), CC(C(=O)Cl)C (2-methylpropanoyl chloride). Product: FC1=CC=C(C=C1)N1N=CC2=CC(=CC=C12)O[C@@H]([C@H](C)NC(C(C)C)=O)C1=CC(=CC=C1)OC (N-[(1R,2S)-1-[1-(4-fluorophenyl)indazol-5-yl]oxy-1-(3-methoxyphenyl)propan-2-yl]-2-methyl-propanamide). As a reaction SMILES: [F:1][C:2]1[CH:7]=[CH:6][C:5]([N:8]2[C:16]3[C:11](=[CH:12][C:13]([O:17][C@H:18]([C:22]4[CH:27]=[CH:26][CH:25]=[C:24]([O:28][CH3:29])[CH:23]=4)[C@@H:19]([NH2:21])[CH3:20])=[CH:14][CH:15]=3)[CH:10]=[N:9]2)=[CH:4][CH:3]=1.[CH3:30][CH:31]([CH3:35])[C:32](Cl)=[O:33]>>[F:1][C:2]1[CH:3]=[CH:4][C:5]([N:8]2[C:16]3[C:11](=[CH:12][C:13]([O:17][C@H:18]([C:22]4[CH:27]=[CH:26][CH:25]=[C:24]([O:28][CH3:29])[CH:23]=4)[C@@H:19]([NH:21][C:32](=[O:33])[CH:31]([CH3:35])[CH3:30])[CH3:20])=[CH:14][CH:15]=3)[CH:10]=[N:9]2)=[CH:6][CH:7]=1. Procedure details: Prepared as described in Example 1 using (1R,2S)-1-{[1-(4-fluorophenyl)-1H-indazol-5-yl]oxy}-1-(3-methoxyphenyl)propan-2-amine (6a, 19 mg, 50 μmol) and 2-methylpropanoyl chloride (16 mg, 150 μmol). Yield 17 mg (74%).